Dataset: the Open Reaction Database (ORD), a public repository of structured organic reaction records. Task: describe an organic reaction: reactants, conditions, products, and yield Starting materials: CC(C)(C)OC(=O)N1CCCN(c2nc3ccccc3[nH]2)CC1, CC(C)(C)[Si](C)(C)OCCI, CN(C)C=O, [H-], [Na+], C1CCOC1. Product: CC(C)(C)OC(=O)N1CCCN(c2nc3ccccc3n2CCO[Si](C)(C)C(C)(C)C)CC1. Reaction SMILES: [C:1]([CH3:2])([CH3:3])([CH3:4])[O:5][C:6](=[O:7])[N:8]1[CH2:9][CH2:10][N:11]([c:15]2[n:16][c:17]3[c:18]([nH:19]2)[cH:20][cH:21][cH:22][cH:23]3)[CH2:12][CH2:13][CH2:14]1.[C:26]([CH3:27])([CH3:28])([CH3:29])[Si:30]([O:31][CH2:32][CH2:33][I:34])([CH3:35])[CH3:36].[CH3:42][N:43]([CH3:44])[CH:45]=[O:46].[H-:24].[Na+:25].[O:37]1[CH2:38][CH2:39][CH2:40][CH2:41]1>>[C:1]([CH3:2])([CH3:3])([CH3:4])[O:5][C:6](=[O:7])[N:8]1[CH2:9][CH2:10][N:11]([c:15]2[n:16]([CH2:33][CH2:32][O:31][Si:30]([C:26]([CH3:27])([CH3:28])[CH3:29])([CH3:35])[CH3:36])[c:17]3[c:18]([n:19]2)[cH:20][cH:21][cH:22][cH:23]3)[CH2:12][CH2:13][CH2:14]1. Reactants: C(C)(C)(C)[Si](OC1CCCC(CCC1)O)(C)C (5-(tert-Butyl-dimethyl-silanyloxy)-cyclooctanol), C[N+]1(CCOCC1)[O-] (4-methylmorpholine N-oxide). Reagents/catalysts: [Ru](=O)(=O)(=O)[O-].C(CC)[N+](CCC)(CCC)CCC (Tetrapropylammonium perruthenate). Solvent: ClCCl (dichloromethane). Product: C(C)(C)(C)[Si](OC1CCCC(CCC1)=O)(C)C (5-(tert-Butyl-dimethyl-silanyloxy)-cyclooctanone). As a reaction SMILES: [C:1]([Si:5]([CH3:17])([CH3:16])[O:6][CH:7]1[CH2:14][CH2:13][CH2:12][CH:11]([OH:15])[CH2:10][CH2:9][CH2:8]1)([CH3:4])([CH3:3])[CH3:2].C[N+]1([O-])CCOCC1>ClCCl.[Ru]([O-])(=O)(=O)=O.C([N+](CCC)(CCC)CCC)CC>[C:1]([Si:5]([CH3:17])([CH3:16])[O:6][CH:7]1[CH2:14][CH2:13][CH2:12][C:11](=[O:15])[CH2:10][CH2:9][CH2:8]1)([CH3:4])([CH3:3])[CH3:2] |f:3.4|. Procedure: Tetrapropylammonium perruthenate (0.82 g, 2.43 mmol) was added to a stirred and cooled (0° C.) solution of Example 5A (12.11 g, 46.90 mmol), 4-methylmorpholine N-oxide (8.24 g, 70.35 mmol), and 4 Å molecular sieves (23 g) in dry dichloromethane (120 mL). After the addition, the mixture was warmed to room temperature and stirred for another three hours. The black mixture was filtered through a pad of Celite and the solvent was evaporated. The residue was purified over silica gel using 5-50% ethyl... Starting materials: CCOC(=O)c1cnc(C(C)(C)C)cc1OCC, CCO, [K+], [OH-], O. Yields the product CCOc1cc(C(C)(C)C)ncc1C(=O)O. RXN SMILES: [CH2:1]([CH3:2])[O:3][C:4]([c:5]1[cH:6][n:7][c:8]([C:14]([CH3:15])([CH3:16])[CH3:17])[cH:9][c:10]1[O:11][CH2:12][CH3:13])=[O:18].[CH3:21][CH2:22][OH:23].[K+:20].[OH-:19].[OH2:24]>>[O:3]=[C:4]([c:5]1[cH:6][n:7][c:8]([C:14]([CH3:15])([CH3:16])[CH3:17])[cH:9][c:10]1[O:11][CH2:12][CH3:13])[OH:18]. Starting materials: BrCC1=CC=C2C(=CC(OC2=C1)=O)C1=CC=C(C=C1)F (7-(Bromomethyl)-4-(4-fluorophenyl)-2H-chromen-2-one), C[N+]1(CCOCC1)[O-] (NMO), BrCC1=CC=C2C(=CC(OC2=C1)=O)C1=CC=C(C=C1)F (7-(Bromomethyl)-4-(4-fluorophenyl)-2H-chromen-2-one). Solvent: O1CCOCC1 (dioxane). Yields the product FC1=CC=C(C=C1)C1=CC(OC2=CC(=CC=C12)C=O)=O (4-(4-Fluorophenyl)-2-oxo-2H-chromene-7-carbaldehyde). Reaction SMILES: Br[CH2:2][C:3]1[CH:12]=[C:11]2[C:6]([C:7]([C:14]3[CH:19]=[CH:18][C:17]([F:20])=[CH:16][CH:15]=3)=[CH:8][C:9](=[O:13])[O:10]2)=[CH:5][CH:4]=1.C[N+]1([O-])CC[O:25]CC1>O1CCOCC1>[F:20][C:17]1[CH:18]=[CH:19][C:14]([C:7]2[C:6]3[C:11](=[CH:12][C:3]([CH:2]=[O:25])=[CH:4][CH:5]=3)[O:10][C:9](=[O:13])[CH:8]=2)=[CH:15][CH:16]=1. Reported procedure: 7-(Bromomethyl)-4-(4-fluorophenyl)-2H-chromen-2-one can be prepared as described in Example 1A; its preparation is also described in U.S. Pat. No. 5,552,437. 7-(Bromomethyl)-4-(4-fluorophenyl)-2H-chromen-2-one (11.42 g, 34.3 mmol) and NMO (13.9 g, 102.8 mmol) in 110 mL of dioxane were heated to reflux for 6 h. The solution was cooled to rt and the solvent removed. The crude compound was diluted in EtOAc and washed with NH4Claq, water, brine and dried over MgSO4. The solvent was removed to yield ...